This data is from the Open Reaction Database (ORD), a public repository of structured organic reaction records. The task is: describe an organic reaction: reactants, conditions, products, and yield Starting materials: ClC1=CC2=C(C(NC3=NC=CC=C23)=O)C=C1 (9-Chloro-5H-benzo[c][1,8]naphthyridin-6-one), N1=C(C=CC=C1)CCN (2-(pyridin-2-yl)ethanamine). The product is N1=C(C=CC=C1)CCNC1=CC2=C(C(NC3=NC=CC=C23)=O)C=C1 (9-(2-(Pyridin-2-yl)ethylamino)benzo[c][1,8]naphthyridin-6(5H)-one). Isolated yield 4.5%. As a reaction SMILES: Cl[C:2]1[CH:16]=[CH:15][C:5]2[C:6](=[O:14])[NH:7][C:8]3[C:13]([C:4]=2[CH:3]=1)=[CH:12][CH:11]=[CH:10][N:9]=3.[N:17]1[CH:22]=[CH:21][CH:20]=[CH:19][C:18]=1[CH2:23][CH2:24][NH2:25]>>[N:17]1[CH:22]=[CH:21][CH:20]=[CH:19][C:18]=1[CH2:23][CH2:24][NH:25][C:2]1[CH:16]=[CH:15][C:5]2[C:6](=[O:14])[NH:7][C:8]3[C:13]([C:4]=2[CH:3]=1)=[CH:12][CH:11]=[CH:10][N:9]=3. Procedure details: The title compound was synthesized according to the procedure described for the preparation of Example 456 using 6 (162 mg, 0.70 mmol) and 2-(pyridin-2-yl)ethanamine (343 mg, 2.81 mmol) to provide 477 (10 mg, 5% yield) as a white powder. LC-MS (M+H=317, obsd.=317). 1H NMR (400 MHz, DMSO-D6) δ 11.52 (s, 1H), 8.73 (dd, J=6.6, 27.5, 2H), 8.44 (d, J=4.7, 1H), 8.15 (m, 1H), 8.00 (d, J=8.8, 1H), 7.63 (m, 2H), 7.19 (m, 2H), 6.97 (t, J=43.4, 1H), 3.71 (t, J=6.9, 2H), 3.25 (t, J=6.8, 2H). The reactants are FC1=CC=C(C=C1)C1=NC(=NC(=C1C(CC=C)O)C(C)C)N(S(=O)(=O)C)C (N-[4-(4-fluorophenyl)-5-(1-hydroxybut-3-enyl)-6-isopropyl-pyrimidin-2-yl]-N-methylmethanesulfonamide), CO (methanol), CSC (Dimethylsulfide). Reaction conditions: time 2 hour. Product: FC1=CC=C(C=C1)C1=NC(=NC(=C1C=CC=O)C(C)C)N(S(=O)(=O)C)C (N-[4-(4-fluorophenyl)-6-isopropyl-5-(3-oxoprop-1-enyl)pyrimidin-2-yl]-N-methylmethanesulfonamide). As a reaction SMILES: [F:1][C:2]1[CH:7]=[CH:6][C:5]([C:8]2[C:13]([CH:14](O)[CH2:15]C=C)=[C:12]([CH:19]([CH3:21])[CH3:20])[N:11]=[C:10]([N:22]([CH3:27])[S:23]([CH3:26])(=[O:25])=[O:24])[N:9]=2)=[CH:4][CH:3]=1.CSC.[CH3:31][OH:32]>>[F:1][C:2]1[CH:7]=[CH:6][C:5]([C:8]2[C:13]([CH:14]=[CH:15][CH:31]=[O:32])=[C:12]([CH:19]([CH3:21])[CH3:20])[N:11]=[C:10]([N:22]([CH3:27])[S:23]([CH3:26])(=[O:25])=[O:24])[N:9]=2)=[CH:4][CH:3]=1. Procedure: N-[4-(4-fluorophenyl)-5-(1-hydroxybut-3-enyl)-6-isopropyl-pyrimidin-2-yl]-N-methylmethanesulfonamide (4 g, 10.2 mmol) is diluted in 102 mL methanol. O3 gas is bubbled through the solution at −15° C. to −10° C. for 60 min. Reaction solution is bubbled with Argon for 2 min to remove the excess of O3. Dimethylsulfide (1.5 ml, 20.3 mmol) is added to the solution, maintaining stirring for 2 hours. Upon completion of the reaction, the solution is distilled under reduced pressure to remove the excess o... Product: COCCCOc1cc(CC(CC(N)C(O)CC(C)C(=O)NCCCC(N)=O)C(C)C)ccc1OC, Cl. RXN SMILES: [C:1]([NH2:2])(=[O:3])[CH2:4][CH2:5][CH2:6][NH:7][C:8]([CH:9]([CH2:10][CH:11]([CH:12]([CH2:13][CH:14]([CH2:15][c:16]1[cH:17][c:18]([O:24][CH2:25][CH2:26][CH2:27][O:28][CH3:29])[c:19]([O:22][CH3:23])[cH:20][cH:21]1)[CH:30]([CH3:31])[CH3:32])[NH:33][C:34]([O:35][C:36]([CH3:37])([CH3:38])[CH3:39])=[O:40])[OH:41])[CH3:42])=[O:43].[ClH:44].[O:45]1[CH2:46][CH2:47][O:48][CH2:49][CH2:50]1>>[C:1]([NH2:2])(=[O:3])[CH2:4][CH2:5][CH2:6][NH:7][C:8]([CH:9]([CH2:10][CH:11]([CH:12]([CH2:13][CH:14]([CH2:15][c:16]1[cH:17][c:18]([O:24][CH2:25][CH2:26][CH2:27][O:28][CH3:29])[c:19]([O:22][CH3:23])[cH:20][cH:21]1)[CH:30]([CH3:31])[CH3:32])[NH2:33])[OH:41])[CH3:42])=[O:43].[ClH:44]. Starting materials: COCCCOc1cc(CC(CC(NC(=O)OC(C)(C)C)C(O)CC(C)C(=O)NCCCC(N)=O)C(C)C)ccc1OC, Cl, C1COCCO1. The reactants are [BH4-], CO, COC(=O)Cc1nc(-c2ccc(OC)c(OC)c2)c2cc(OC)c(OC)cc2n1, [Na+], C1CCOC1, O. Product: COc1ccc(-c2nc(CCO)nc3cc(OC)c(OC)cc23)cc1OC. RXN SMILES: [BH4-:32].[CH3:1][OH:2].[CH3:3][O:4][c:5]1[cH:6][c:7](-[c:13]2[n:14][c:15]([CH2:27][C:28](=[O:29])[O:30][CH3:31])[n:16][c:17]3[cH:18][c:19]([O:25][CH3:26])[c:20]([O:23][CH3:24])[cH:21][c:22]23)[cH:8][cH:9][c:10]1[O:11][CH3:12].[Na+:33].[O:34]1[CH2:35][CH2:36][CH2:37][CH2:38]1.[OH2:39]>>[CH3:3][O:4][c:5]1[cH:6][c:7](-[c:13]2[n:14][c:15]([CH2:27][CH2:28][OH:29])[n:16][c:17]3[cH:18][c:19]([O:25][CH3:26])[c:20]([O:23][CH3:24])[cH:21][c:22]23)[cH:8][cH:9][c:10]1[O:11][CH3:12].